This data is from the Open Reaction Database (ORD), a public repository of structured organic reaction records. The task is: describe an organic reaction: reactants, conditions, products, and yield RXN SMILES: [CH3:1][O:2][C:3]1[CH:4]=[C:5]([CH:10]=[C:11]([O:15][CH3:16])[C:12]=1[O:13][CH3:14])[CH:6]=[CH:7][CH2:8]Cl.[NH2:17][C:18]1[S:19][C:20]2[CH2:21][CH2:22][NH:23][CH2:24][CH2:25][C:26]=2[N:27]=1>C(Cl)(Cl)Cl>[OH2:2].[NH2:17][C:18]1[S:19][C:20]2[CH2:21][CH2:22][N:23]([CH2:8][CH:7]=[CH:6][C:5]3[CH:4]=[C:3]([O:2][CH3:1])[C:12]([O:13][CH3:14])=[C:11]([O:15][CH3:16])[CH:10]=3)[CH2:24][CH2:25][C:26]=2[N:27]=1 |f:3.4|. Solvent: C(Cl)(Cl)Cl (chloroform). The product is O.NC=1SC=2CCN(CCC2N1)CC=CC1=CC(=C(C(=C1)OC)OC)OC (2-Amino-6-(3-(3,4,5-trimethoxy-phenyl)allyl)-4,5,7,8-tetrahydro-6H-thiazolo[5,4-d]azepine-hydrate). Yield: 17.0%. Procedure: Prepared from 3,4,5-trimethoxy-cinnamyl chloride and 2 equivalents of 2-amino-4,5,7,8-tetrahydro-6H-thiazolo[5,4-d]azepine in chloroform. Yield: 17% of theory, Melting point: 70°-73° C. (decomp.) Starting materials: COC=1C=C(C=CCCl)C=C(C1OC)OC (3,4,5-trimethoxy-cinnamyl chloride), NC=1SC=2CCNCCC2N1 (2-amino-4,5,7,8-tetrahydro-6H-thiazolo[5,4-d]azepine).